From a dataset of the Open Reaction Database (ORD), a public repository of structured organic reaction records. describe an organic reaction: reactants, conditions, products, and yield Reactants: O=C([O-])[O-], CCC(C)=O, [K+], [K+], NS(=O)(=O)c1ccccc1O, Cc1ccc(C(=O)S(=O)(=O)OCCCl)cc1. Product: NS(=O)(=O)c1ccccc1OCCCl. As a reaction SMILES: [C:12](=[O:13])([O-:14])[O-:15].[CH2:34]([C:35]([CH3:36])=[O:37])[CH3:38].[K+:16].[K+:17].[OH:1][c:2]1[c:3]([S:8](=[O:9])(=[O:10])[NH2:11])[cH:4][cH:5][cH:6][cH:7]1.[c:18]1([CH3:19])[cH:20][cH:21][c:22]([C:23]([S:24]([O:25][CH2:30][CH2:31][Cl:32])(=[O:26])=[O:27])=[O:28])[cH:29][cH:33]1>>[O:1]([c:2]1[c:3]([S:8](=[O:9])(=[O:10])[NH2:11])[cH:4][cH:5][cH:6][cH:7]1)[CH2:30][CH2:31][Cl:32]. The reactants are N1=C(C=CC=C1)S(=O)(=O)N (2-pyridinesulfonamide), COC1=NC(=NC(=N1)OC)N=C=S (4,6-dimethoxy-2-isothiocyanato-1,3,5-triazine), C([O-])([O-])=O.[K+].[K+] (potassium carbonate), Cl (hydrochloric acid). Product: COC1=NC(=NC(=N1)OC)NC(NS(=O)(=O)C1=NC=CC=C1)=S (N-[(4,6-Dimethoxy-1,3,5-triazin-2-yl)aminothioxomethyl]-2-pyridinesulfonamide). Reaction SMILES: [N:1]1[CH:6]=[CH:5][CH:4]=[CH:3][C:2]=1[S:7]([NH2:10])(=[O:9])=[O:8].[CH3:11][O:12][C:13]1[N:18]=[C:17]([O:19][CH3:20])[N:16]=[C:15]([N:21]=[C:22]=[S:23])[N:14]=1.C(=O)([O-])[O-].[K+].[K+].Cl>CC(C)=O.O>[CH3:11][O:12][C:13]1[N:18]=[C:17]([O:19][CH3:20])[N:16]=[C:15]([NH:21][C:22](=[S:23])[NH:10][S:7]([C:2]2[CH:3]=[CH:4][CH:5]=[CH:6][N:1]=2)(=[O:9])=[O:8])[N:14]=1 |f:2.3.4|. Procedure: A mixture of 1.58 g of 2-pyridinesulfonamide, 2.04 g of 4,6-dimethoxy-2-isothiocyanato-1,3,5-triazine and 1.5 g of anhydrous potassium carbonate is stirred in 75 ml of acetone for 60 hours at ambient temperature. The reaction mixture is then poured into 500 ml of cold water, acidified with hydrochloric acid and the precipitated product removed by filtration. The solvent is CC(=O)C (acetone), O (water).